Dataset: the Open Reaction Database (ORD), a public repository of structured organic reaction records. Task: describe an organic reaction: reactants, conditions, products, and yield The reactants are C1CCOC1, CCCN(CCC)C(=O)c1cc(C(=O)OC)cc(S(=O)(=O)Cl)c1, N. Product: CCCN(CCC)C(=O)c1cc(C(=O)OC)cc(S(N)(=O)=O)c1. Reaction SMILES: [CH2:25]1[O:26][CH2:27][CH2:28][CH2:29]1.[Cl:1][S:2](=[O:3])(=[O:4])[c:5]1[cH:6][c:7]([C:8](=[O:9])[O:10][CH3:11])[cH:12][c:13]([C:15](=[O:16])[N:17]([CH2:18][CH2:19][CH3:20])[CH2:21][CH2:22][CH3:23])[cH:14]1.[NH3:24]>>[S:2](=[O:3])(=[O:4])([c:5]1[cH:6][c:7]([C:8](=[O:9])[O:10][CH3:11])[cH:12][c:13]([C:15](=[O:16])[N:17]([CH2:18][CH2:19][CH3:20])[CH2:21][CH2:22][CH3:23])[cH:14]1)[NH2:24]. Reactants: O, OCCO, O=C1CCSCC1, Cc1ccc(S(=O)(=O)O)cc1, c1ccccc1. The product is C1COC2(CCSCC2)O1. RXN SMILES: [OH2:29].[OH:8][CH2:9][CH2:10][OH:11].[S:1]1[CH2:2][CH2:3][C:4](=[O:7])[CH2:5][CH2:6]1.[c:12]1([CH3:13])[cH:14][cH:15][c:16]([S:17]([OH:18])(=[O:19])=[O:20])[cH:21][cH:22]1.[cH:23]1[cH:24][cH:25][cH:26][cH:27][cH:28]1>>[S:1]1[CH2:2][CH2:3][C:4]2([CH2:5][CH2:6]1)[O:7][CH2:10][CH2:9][O:8]2. The reactants are CCOC(=O)C=CCc1cc(C)c2[nH]ncc2c1, C[Si](C)(C)CCOCCl, NC(C1CCCCC1)C1CCCCC1, C1CCOC1. The product is CCOC(=O)C=CCc1cc(C)c2nn(COCC[Si](C)(C)C)cc2c1. As a reaction SMILES: [CH3:1][c:2]1[cH:3][c:4]([CH2:11][CH:12]=[CH:13][C:14](=[O:15])[O:16][CH2:17][CH3:18])[cH:5][c:6]2[cH:7][n:8][nH:9][c:10]12.[CH3:33][Si:34]([CH2:35][CH2:36][O:37][CH2:38][Cl:39])([CH3:40])[CH3:41].[CH:19]1([CH:20]([NH2:21])[CH:22]2[CH2:23][CH2:24][CH2:25][CH2:26][CH2:27]2)[CH2:28][CH2:29][CH2:30][CH2:31][CH2:32]1.[O:42]1[CH2:43][CH2:44][CH2:45][CH2:46]1>>[CH3:1][c:2]1[cH:3][c:4]([CH2:11][CH:12]=[CH:13][C:14](=[O:15])[O:16][CH2:17][CH3:18])[cH:5][c:6]2[cH:7][n:8]([CH2:38][O:37][CH2:36][CH2:35][Si:34]([CH3:33])([CH3:40])[CH3:41])[n:9][c:10]12. The product is C(C1=CC=CC=C1)OC(C(F)(F)F)(C(F)(F)F)C1=CC(=C(C=N1)N1CCN(CC1)C(CN1C(NC(C1=O)(C)C=1C=CC2=C(CCO2)C1)=O)=O)CCC (3-[2-(4-{6-[2-(benzyloxy)-1,1,1,3,3,3-hexafluoropropan-2-yl]-4-propylpyridin-3-yl}piperazin-1-yl)-2-oxoethyl]-5-(2,3-dihydrobenzofuran-5-yl)-5-methylimidazolidine-2,4-dione). Yield: 81.3%. The solvent is CN(C=O)C (N,N-dimethylformamide). As a reaction SMILES: [O:1]1[C:5]2[CH:6]=[CH:7][C:8]([C:10]3([CH3:17])[NH:14][C:13](=[O:15])[NH:12][C:11]3=[O:16])=[CH:9][C:4]=2[CH2:3][CH2:2]1.C(=O)([O-])[O-].[K+].[K+].[CH2:24]([O:31][C:32]([C:41]1[N:46]=[CH:45][C:44]([N:47]2[CH2:52][CH2:51][N:50]([C:53](=[O:56])[CH2:54]Br)[CH2:49][CH2:48]2)=[C:43]([CH2:57][CH2:58][CH3:59])[CH:42]=1)([C:37]([F:40])([F:39])[F:38])[C:33]([F:36])([F:35])[F:34])[C:25]1[CH:30]=[CH:29][CH:28]=[CH:27][CH:26]=1.O>CN(C)C=O>[CH2:24]([O:31][C:32]([C:41]1[N:46]=[CH:45][C:44]([N:47]2[CH2:52][CH2:51][N:50]([C:53](=[O:56])[CH2:54][N:12]3[C:11](=[O:16])[C:10]([C:8]4[CH:7]=[CH:6][C:5]5[O:1][CH2:2][CH2:3][C:4]=5[CH:9]=4)([CH3:17])[NH:14][C:13]3=[O:15])[CH2:49][CH2:48]2)=[C:43]([CH2:57][CH2:58][CH3:59])[CH:42]=1)([C:33]([F:34])([F:35])[F:36])[C:37]([F:38])([F:40])[F:39])[C:25]1[CH:26]=[CH:27][CH:28]=[CH:29][CH:30]=1 |f:1.2.3|. The reactants are O (water), O1CCC2=C1C=CC(=C2)C2(C(NC(N2)=O)=O)C (5-(2,3-Dihydrobenzofuran-5-yl)-5-methylimidazolidine-2,4-dione), C(C1=CC=CC=C1)OC(C(F)(F)F)(C(F)(F)F)C1=CC(=C(C=N1)N1CCN(CC1)C(CBr)=O)CCC (1-(4-{6-[2-(benzyloxy)-1,1,1,3,3,3-hexafluoropropan-2-yl]-4-propylpyridin-3-yl}piperazin-1-yl)-2-bromoethanone), C([O-])([O-])=O.[K+].[K+] (potassium carbonate). Conditions: time 5 minute. Reported procedure: 5-(2,3-Dihydrobenzofuran-5-yl)-5-methylimidazolidine-2,4-dione (5.6 mg, 0.0240 mmol) was dissolved in N,N-dimethylformamide (500 μL), and potassium carbonate (7.5 mg, 0.0545 mmol) was added under ice-cold conditions. The mixture was stirred at room temperature for 5 minutes. Then, under ice-cold conditions, 1-(4-{6-[2-(benzyloxy)-1,1,1,3,3,3-hexafluoropropan-2-yl]-4-propylpyridin-3-yl}piperazin-1-yl)-2-bromoethanone (13 mg, 0.0218 mmol) was added and stirred at room temperature for 18 hours. Und...